Dataset: the Open Reaction Database (ORD), a public repository of structured organic reaction records. Task: describe an organic reaction: reactants, conditions, products, and yield Starting materials: Grignard reagent, C(C)OC(C=C)OCC (3,3-diethoxy-1-propene), [Cl-].[NH4+] (ammonium chloride), Grignard reagent, BrCC1C2C=CC(C1)C2 (5-bromomethyl-2-norbornene). The reagents and catalysts are [Cu]Br (copper (I) bromide). Run in O1CCCC1 (tetrahydrofuran), O1CCCC1 (tetrahydrofuran). Reaction conditions: time 20 hour. Product: C(C)OC=CCCC1C2C=CC(C1)C2 (5-(4-ethoxy-3-buten-1-yl)-2-norbornene). Reaction SMILES: Br[CH2:2][CH:3]1[CH2:8][CH:7]2[CH2:9][CH:4]1[CH:5]=[CH:6]2.[CH2:10]([O:12][CH:13](OCC)[CH:14]=[CH2:15])[CH3:11].[Cl-].[NH4+]>O1CCCC1.[Cu]Br>[CH2:10]([O:12][CH:13]=[CH:14][CH2:15][CH2:2][CH:3]1[CH2:8][CH:7]2[CH2:9][CH:4]1[CH:5]=[CH:6]2)[CH3:11] |f:2.3|. Reported procedure: A Grignard reagent was customarily prepared from 200 g of 5-bromomethyl-2-norbornene in 500 ml of dry tetrahydrofuran. The Grignard reagent was added dropwise over one hour to a mixture of 130 g of 3,3-diethoxy-1-propene, 1.0 g of copper (I) bromide and 300 ml of dry tetrahydrofuran at 20° C. Stirring was continued for 20 hours whereupon the reaction solution was added to a saturated aqueous solution of ammonium chloride to stop reaction. After hexane extraction, the organic layer was successive... Reactants: B2H6, CN1[C@@H](CC(C1=O)CO)COC=1C=NC=CC1 (3-(1-methyl4-hydroxymethyl-5-oxo-2(S)-pyrrolidinylmethoxy)pyridine), CO (methanol). Solvent: C1CCOC1 (THF). Yields the product OCC1C[C@H](N(C1)C)COC=1C=NC=CC1 (3-((4hydroxymethyl-1-methyl-2-(S)-pyrrolidinyl)methoxy)pyridine). As a reaction SMILES: [CH3:1][N:2]1[C:6](=O)[CH:5]([CH2:8][OH:9])[CH2:4][C@H:3]1[CH2:10][O:11][C:12]1[CH:13]=[N:14][CH:15]=[CH:16][CH:17]=1.[H]1[BH2][H][BH2]1.CO>C1COCC1>[OH:9][CH2:8][CH:5]1[CH2:6][N:2]([CH3:1])[C@H:3]([CH2:10][O:11][C:12]2[CH:13]=[N:14][CH:15]=[CH:16][CH:17]=2)[CH2:4]1. Procedure: A 401 mg (2 mmol) sample of 3-(1-methyl4-hydroxymethyl-5-oxo-2(S)-pyrrolidinylmethoxy)pyridine, from step 48a above, was dissolved in 6 mL of THF and 6 mL of 1M B2H6 was added. The reaction mixture was heated at reflux for 2 hours, then stirred at room temperature for 15 minutes after methanol was added. The solvent was removed under pressure, and the residue was dissolved in 4 mL of ethanol. The this solution was added 251 mg of CsF, and the reaction mixture was heated at reflux for 16 hours. T... Reactants: COc1ccc([N+](=O)[O-])cc1C(=O)NCc1ccc(C(F)(F)F)cc1, CCOC(C)=O, [H][H]. Product: COc1ccc(N)cc1C(=O)NCc1ccc(C(F)(F)F)cc1. RXN SMILES: [CH3:1][O:2][c:3]1[c:4]([C:5](=[O:6])[NH:7][CH2:8][c:9]2[cH:10][cH:11][c:12]([C:15]([F:16])([F:17])[F:18])[cH:13][cH:14]2)[cH:19][c:20]([N+:23]([O-:24])=[O:25])[cH:21][cH:22]1.[CH3:28][CH2:29][O:30][C:31](=[O:32])[CH3:33].[H:26][H:27]>>[CH3:1][O:2][c:3]1[c:4]([C:5](=[O:6])[NH:7][CH2:8][c:9]2[cH:10][cH:11][c:12]([C:15]([F:16])([F:17])[F:18])[cH:13][cH:14]2)[cH:19][c:20]([NH2:23])[cH:21][cH:22]1. The reactants are COc1ccc(C2(NC(=O)OC(C)(C)C)CC2)cc1, CCOC(C)=O, Cl, [Na+], [OH-]. The product is COc1ccc(C2(N)CC2)cc1. As a reaction SMILES: [C:1]([O:2][C:3](=[O:4])[NH:8][C:9]1([c:12]2[cH:13][cH:14][c:15]([O:18][CH3:19])[cH:16][cH:17]2)[CH2:10][CH2:11]1)([CH3:5])([CH3:6])[CH3:7].[CH3:23][CH2:24][O:25][C:26](=[O:27])[CH3:28].[ClH:20].[Na+:22].[OH-:21]>>[NH2:8][C:9]1([c:12]2[cH:13][cH:14][c:15]([O:18][CH3:19])[cH:16][cH:17]2)[CH2:10][CH2:11]1. The reactants are CCOC(=O)c1c(-c2ccc(OCc3ccccc3)cc2)c(C#N)cn1C, C1CCOC1, O=C1CCC(=O)N1Br, O. Yields the product CCOC(=O)c1c(-c2ccc(OCc3ccccc3)cc2)c(C#N)c(Br)n1C. As a reaction SMILES: [CH2:1]([CH3:2])[O:3][C:4](=[O:5])[c:6]1[n:7]([CH3:27])[cH:8][c:9]([C:25]#[N:26])[c:10]1-[c:11]1[cH:12][cH:13][c:14]([O:17][CH2:18][c:19]2[cH:20][cH:21][cH:22][cH:23][cH:24]2)[cH:15][cH:16]1.[CH2:37]1[O:38][CH2:39][CH2:40][CH2:41]1.[O:28]=[C:29]1[N:30]([Br:35])[C:31](=[O:32])[CH2:33][CH2:34]1.[OH2:36]>>[CH2:1]([CH3:2])[O:3][C:4](=[O:5])[c:6]1[n:7]([CH3:27])[c:8]([Br:35])[c:9]([C:25]#[N:26])[c:10]1-[c:11]1[cH:12][cH:13][c:14]([O:17][CH2:18][c:19]2[cH:20][cH:21][cH:22][cH:23][cH:24]2)[cH:15][cH:16]1. Reactants: CO, CN(C)c1ccncc1, CCN=C=NCCCN(C)C, ClCCl, Cl, O=C(O)C1CCCCN1S(=O)(=O)c1ccc(F)cc1. Yields the product COC(=O)C1CCCCN1S(=O)(=O)c1ccc(F)cc1. RXN SMILES: [CH3:1][OH:2].[CH3:34][N:35]([CH3:36])[c:37]1[cH:38][cH:39][n:40][cH:41][cH:42]1.[CH3:4][N:5]([CH3:6])[CH2:7][CH2:8][CH2:9][N:10]=[C:11]=[N:12][CH2:13][CH3:14].[Cl:43][CH2:44][Cl:45].[ClH:3].[F:15][c:16]1[cH:17][cH:18][c:19]([S:22](=[O:23])(=[O:24])[N:25]2[CH:26]([C:31](=[O:32])[OH:33])[CH2:27][CH2:28][CH2:29][CH2:30]2)[cH:20][cH:21]1>>[CH3:4][O:33][C:31]([CH:26]1[N:25]([S:22]([c:19]2[cH:18][cH:17][c:16]([F:15])[cH:21][cH:20]2)(=[O:23])=[O:24])[CH2:30][CH2:29][CH2:28][CH2:27]1)=[O:32]. Starting materials: O=C1COc2ccc(C(=O)CBr)cc2N1, CC(=O)O, O=C(O)C(F)(F)F. The product is O=C1COc2ccc(CCBr)cc2N1. RXN SMILES: [Br:1][CH2:2][C:3](=[O:4])[c:5]1[cH:6][cH:7][c:8]2[c:9]([cH:15]1)[NH:10][C:11](=[O:14])[CH2:12][O:13]2.[CH3:23][C:24](=[O:25])[OH:26].[OH:16][C:17]([C:18]([F:19])([F:20])[F:21])=[O:22]>>[Br:1][CH2:2][CH2:3][c:5]1[cH:6][cH:7][c:8]2[c:9]([cH:15]1)[NH:10][C:11](=[O:14])[CH2:12][O:13]2. Starting materials: BrC=1C=C(C(=NC1)CCCCN)C (5-Bromo-2-(4-aminobutyl)-3-methylpyridine), OC1=CC=C(CC=2C(NC(=NC2)SC)=O)C=C1 (5-(4-hydroxybenzyl)-2-methylthio-4-pyrimidone). The solvent is N1=CC=CC=C1 (pyridine). Product: BrC=1C=C(C(=NC1)CCCCNC1=NC=C(C(N1)=O)CC1=CC=C(C=C1)O)C (2-[4-(5-bromo-3-methylpyrid-2-yl)butylamino]-5-(4-hydroxybenzyl)-4-pyrimidone). The yield is 40.6%. RXN SMILES: [Br:1][C:2]1[CH:3]=[C:4]([CH3:13])[C:5]([CH2:8][CH2:9][CH2:10][CH2:11][NH2:12])=[N:6][CH:7]=1.[OH:14][C:15]1[CH:30]=[CH:29][C:18]([CH2:19][C:20]2[C:21](=[O:28])[NH:22][C:23](SC)=[N:24][CH:25]=2)=[CH:17][CH:16]=1>N1C=CC=CC=1>[Br:1][C:2]1[CH:3]=[C:4]([CH3:13])[C:5]([CH2:8][CH2:9][CH2:10][CH2:11][NH:12][C:23]2[NH:22][C:21](=[O:28])[C:20]([CH2:19][C:18]3[CH:29]=[CH:30][C:15]([OH:14])=[CH:16][CH:17]=3)=[CH:25][N:24]=2)=[N:6][CH:7]=1. Procedure: 5-Bromo-2-(4-aminobutyl)-3-methylpyridine, (0.875 g) and 5-(4-hydroxybenzyl)-2-methylthio-4-pyrimidone (0.745 g) were refluxed in pyridine (3 ml) for 24 hours. The pyridine was evaporated in vacuo. Residual pyridine was removed from the residue by azeotroping with water in vacuo and dried by azeotroping with ethanol. Water (20 ml) was added and the pH lowered to 6 with dilute hydrochloric acid. The solid obtained was recrystallised from ethanol/water, dimethylformamide/water and finally acetic a... Starting materials: CC(=O)N1CCNCC1, CC(=O)O[BH-](OC(C)=O)OC(C)=O, O=C([O-])O, CC(=O)O, ClCCCl, [Na+], [Na+], O=Cc1ccc(Oc2ccccc2)cc1, O. The product is CC(=O)N1CCN(Cc2ccc(Oc3ccccc3)cc2)CC1. RXN SMILES: [C:16]([CH3:17])(=[O:18])[N:19]1[CH2:20][CH2:21][NH:22][CH2:23][CH2:24]1.[C:25]([O:26][BH-:27]([O:28][C:29](=[O:30])[CH3:31])[O:32][C:33](=[O:34])[CH3:35])(=[O:36])[CH3:37].[C:39](=[O:40])([O-:41])[OH:42].[CH3:49][C:50](=[O:51])[OH:52].[Cl:44][CH2:45][CH2:46][Cl:47].[Na+:38].[Na+:43].[O:1]([c:2]1[cH:3][cH:4][cH:5][cH:6][cH:7]1)[c:8]1[cH:9][cH:10][c:11]([CH:12]=[O:13])[cH:14][cH:15]1.[OH2:48]>>[O:1]([c:2]1[cH:3][cH:4][cH:5][cH:6][cH:7]1)[c:8]1[cH:9][cH:10][c:11]([CH2:12][N:22]2[CH2:21][CH2:20][N:19]([C:16]([CH3:17])=[O:18])[CH2:24][CH2:23]2)[cH:14][cH:15]1. Starting materials: COCOC[C@H]1CC(NC1)=O ((4S)-4-[(methoxymethoxy)methyl]pyrrolidin-2-one), BrC=1C=CC2=C(NC(CO2)=O)C1 (6-bromo-2H-1,4-benzoxazin-3(4H)-one), CNCCNC (N,N′-dimethylethylenediamine), C([O-])([O-])=O.[K+].[K+] (potassium carbonate). Reagents/catalysts: [Cu](I)I (Copper iodide). Solvent: C1(=CC=CC=C1)C (toluene), CO (methanol), ClCCl (dichloromethane). Reaction conditions: temperature 100 celsius, time 42 hour. Yields the product COCOC[C@H]1CC(N(C1)C=1C=CC2=C(NC(CO2)=O)C1)=O (6-{(4S)-4-[(Methoxymethoxy)methyl]-2-oxopyrrolidin-1-yl}-2H-1,4-benzoxazin-3(4H)-one). Yield: 39.9%. Reaction SMILES: [CH3:1][O:2][CH2:3][O:4][CH2:5][C@@H:6]1[CH2:10][NH:9][C:8](=[O:11])[CH2:7]1.Br[C:13]1[CH:14]=[CH:15][C:16]2[O:21][CH2:20][C:19](=[O:22])[NH:18][C:17]=2[CH:23]=1.CNCCNC.C(=O)([O-])[O-].[K+].[K+]>C1(C)C=CC=CC=1.[Cu](I)I.CO.ClCCl>[CH3:1][O:2][CH2:3][O:4][CH2:5][C@@H:6]1[CH2:10][N:9]([C:13]2[CH:14]=[CH:15][C:16]3[O:21][CH2:20][C:19](=[O:22])[NH:18][C:17]=3[CH:23]=2)[C:8](=[O:11])[CH2:7]1 |f:3.4.5|. Procedure: Copper iodide (1.50 g, 7.85 mmol) was added at room temperature to a suspension of (4S)-4-[(methoxymethoxy)methyl]pyrrolidin-2-one (3.00 g, 18.8 mmol), 6-bromo-2H-1,4-benzoxazin-3(4H)-one (3.58 g, 15.7 mmol) and N,N′-dimethylethylenediamine (0.84 ml, 7.85 mmol) and potassium carbonate (6.51 g, 47.1 mmol) in toluene (60 ml) and the mixture was heated to 100° C. The mixture was stirred at the same temperature for 42 hours and dichloromethane (100 ml) and methanol (10 ml) were then added thereto to...